From a dataset of the Open Reaction Database (ORD), a public repository of structured organic reaction records. describe an organic reaction: reactants, conditions, products, and yield Starting materials: O=C([O-])[O-], CCNCC, CC#N, O=C1CCc2cc([N+](=O)[O-])ccc2N1CCCCl, ClCCl, [I-], [K+], [K+], [K+], O. The product is CCN(CC)CCCN1C(=O)CCc2cc([N+](=O)[O-])ccc21. Reaction SMILES: [C:26](=[O:27])([O-:28])[O-:29].[CH2:19]([CH3:20])[NH:21][CH2:22][CH3:23].[CH3:36][C:37]#[N:38].[Cl:1][CH2:2][CH2:3][CH2:4][N:5]1[C:6](=[O:18])[CH2:7][CH2:8][c:9]2[cH:10][c:11]([N+:15](=[O:16])[O-:17])[cH:12][cH:13][c:14]21.[Cl:33][CH2:34][Cl:35].[I-:25].[K+:24].[K+:30].[K+:31].[OH2:32]>>[CH2:2]([CH2:3][CH2:4][N:5]1[C:6](=[O:18])[CH2:7][CH2:8][c:9]2[cH:10][c:11]([N+:15](=[O:16])[O-:17])[cH:12][cH:13][c:14]21)[N:21]([CH2:19][CH3:20])[CH2:22][CH3:23]. The reactants are P(=O)(Cl)(Cl)Cl (Phosphorus oxychloride), CN(C=O)C (N,N-dimethylformamide), NC=1SC(=CC1C#N)[N+](=O)[O-] (2-amino-3-cyano-5-nitrothiophene), CN(C=O)C (N,N-dimethylformamide). Run at time 5 day. Yields the product CN(C)C=NC=1SC(=CC1C#N)[N+](=O)[O-] (2-dimethylaminomethyleneamino-3-cyano-5-nitrothiophene). Reaction SMILES: P(Cl)(Cl)(Cl)=O.[NH2:6][C:7]1[S:8][C:9]([N+:14]([O-:16])=[O:15])=[CH:10][C:11]=1[C:12]#[N:13].[CH3:17][N:18]([CH3:21])[CH:19]=O>>[CH3:17][N:18]([CH:21]=[N:6][C:7]1[S:8][C:9]([N+:14]([O-:16])=[O:15])=[CH:10][C:11]=1[C:12]#[N:13])[CH3:19]. Procedure details: Phosphorus oxychloride (5 ml) was added dropwise, with stirring, to dry N,N-dimethylformamide (20 ml) maintaining the temperature below 5° C. The solution was allowed to stand for fifteen minutes then treated, at 0°-5° C., with a suspension of 2-amino-3-cyano-5-nitrothiophene (5.1 g) in dry N,N-dimethylformamide (50 ml), allowed to attain room temperature, then kept at 20° C. for five days. It was then poured on to ice, the precipitate removed and the filtrate basified with ammonium hydroxide so... Starting materials: C(C)OCC (ethyl ether), N1=C(C=CC=C1)C(=O)Cl (picolinoyl chloride), CCN(C(C)C)C(C)C (DIPEA), COC1=C(C=C(C=C1)CCC)C=1N=C(SC1)NC(=O)[C@@H]1CNCCC1 ((S)-piperidine-3-carboxylic acid [4-(2-methoxy-5-propylphenyl)thiazol-2-yl]amide). The solvent is C(C)#N (acetonitrile), C(Cl)Cl (DCM), CCOC(=O)C (EtOAc). Run at time 1 hour. Product: Cl.COC1=C(C=C(C=C1)CCC)C=1N=C(SC1)NC(=O)[C@@H]1CN(CCC1)C(=O)C1=NC=CC=C1 ((S)-1-(pyridine-2-carbonyl)piperidine-3-carboxylic acid [4-(2-methoxy-5-propylphenyl)thiazol-2-yl]amide hydrochloride). Reaction SMILES: [N:1]1[CH:6]=[CH:5][CH:4]=[CH:3][C:2]=1[C:7]([Cl:9])=[O:8].CCN(C(C)C)C(C)C.[CH3:19][O:20][C:21]1[CH:26]=[CH:25][C:24]([CH2:27][CH2:28][CH3:29])=[CH:23][C:22]=1[C:30]1[N:31]=[C:32]([NH:35][C:36]([C@H:38]2[CH2:43][CH2:42][CH2:41][NH:40][CH2:39]2)=[O:37])[S:33][CH:34]=1.C(OCC)C>C(#N)C.CCOC(C)=O.C(Cl)Cl>[ClH:9].[CH3:19][O:20][C:21]1[CH:26]=[CH:25][C:24]([CH2:27][CH2:28][CH3:29])=[CH:23][C:22]=1[C:30]1[N:31]=[C:32]([NH:35][C:36]([C@H:38]2[CH2:43][CH2:42][CH2:41][N:40]([C:7]([C:2]3[CH:3]=[CH:4][CH:5]=[CH:6][N:1]=3)=[O:8])[CH2:39]2)=[O:37])[S:33][CH:34]=1 |f:7.8|. Procedure details: 0.071 g of picolinoyl chloride and then 0.12 mL of DIPEA are added, at a temperature of 0° C., to a solution of 0.12 g of the compound prepared in step 2.2, in 1 mL of acetonitrile. The medium is stirred until it has returned to room temperature. After 1 hour at room temperature, the medium is hydrolysed and then diluted with EtOAc and washed with 10% Na2CO3 solution and then with saturated NaCl solution. After drying over MgSO4, the solution is concentrated. The crude product obtained is taken ... The reactants are BrC=1SC=C(N1)Br (2,4-dibromothiazole), [Li]CCCC (n-BuLi), C(=O)=O (CO2). Solvent: CCOCC (Et2O). Conditions: time 1 hour. The product is BrC=1N=C(SC1)C(=O)O (4-bromothiazole-2-carboxylic acid). RXN SMILES: Br[C:2]1[S:3][CH:4]=[C:5]([Br:7])[N:6]=1.[Li]CCCC.[C:13](=[O:15])=[O:14]>CCOCC>[Br:7][C:5]1[N:6]=[C:2]([C:13]([OH:15])=[O:14])[S:3][CH:4]=1. Procedure: To the solution of 2,4-dibromothiazole (50 g, 207 mmol, 1.0 eq.) in Et2O (1000 mL) was added n-BuLi (90 mL, 2.5 M, 1.1 eq.) at −78° C. dropwise and it was stirred for one hour. The reaction solution was poured into dry CO2 at −78° C. and the reaction mixture was warmed to the room temperature. TLC and LCMS showed the reaction was complete. It was quenched with water (100 ml). The Et2O phase was removed. The aqueous phase was adjusted to pH to 2-3 and extracted with ethyl acetate. The organic pha... The reactants are FC(C(=O)[O-])(F)F.C(C1=CC=CC=C1)NC(=O)C1[NH2+]CCCC1C1=CC=CC=C1 (2-[(benzylamino)carbonyl]-3-phenylpiperidinium trifluoroacetate). Run in C1CCOC1 (THF), C1CCOC1 (THF), C1CCOC1 (THF). Reaction conditions: time 18 hour. Yields the product C1(=CC=CC=C1)CNCC1NCCCC1C1=CC=CC=C1 (1-phenyl-N-[(3-phenylpiperidin-2-yl)methyl]methanamine). The yield is 20.0%. RXN SMILES: FC(F)(F)C([O-])=O.[CH2:8]([NH:15][C:16]([CH:18]1[CH:23]([C:24]2[CH:29]=[CH:28][CH:27]=[CH:26][CH:25]=2)[CH2:22][CH2:21][CH2:20][NH2+:19]1)=O)[C:9]1[CH:14]=[CH:13][CH:12]=[CH:11][CH:10]=1>C1COCC1>[C:9]1([CH2:8][NH:15][CH2:16][CH:18]2[CH:23]([C:24]3[CH:25]=[CH:26][CH:27]=[CH:28][CH:29]=3)[CH2:22][CH2:21][CH2:20][NH:19]2)[CH:10]=[CH:11][CH:12]=[CH:13][CH:14]=1 |f:0.1|. Procedure: To a solution of 2-[(benzylamino)carbonyl]-3-phenylpiperidinium trifluoroacetate (604 mg, 1.48 mmol) in THF (2 ml) at 0° C. was added 2M borane-THF complex in THF (7.5 ml, 14.8 mmol). The reaction was allowed to stir for 18 h. Additional 2M borane-THF complex in THF (1.5 ml, 2.96 mmol) was added to the reaction mixture and allowed to stir for an additional 24 h. The reaction was quenched with methanol, concentrated in vacuo, and concentrated again from 4M HCl in dioxane. The crude product was pu... The reactants are CCOC(=O)CC(N)Cc1ccc(-c2ccccc2)cc1, CCN(C(C)C)C(C)C, ClCCl, Cl, O=C1CCC(=O)O1. The product is CCOC(=O)CC(Cc1ccc(-c2ccccc2)cc1)NC(=O)CCC(=O)O. Reaction SMILES: [CH2:2]([CH3:3])[O:4][C:5]([CH2:6][CH:7]([CH2:8][c:9]1[cH:10][cH:11][c:12](-[c:15]2[cH:16][cH:17][cH:18][cH:19][cH:20]2)[cH:13][cH:14]1)[NH2:21])=[O:22].[CH:30]([N:31]([CH2:32][CH3:33])[CH:34]([CH3:35])[CH3:36])([CH3:37])[CH3:38].[Cl:39][CH2:40][Cl:41].[ClH:1].[O:23]=[C:24]1[CH2:25][CH2:26][C:27](=[O:28])[O:29]1>>[CH2:2]([CH3:3])[O:4][C:5]([CH2:6][CH:7]([CH2:8][c:9]1[cH:10][cH:11][c:12](-[c:15]2[cH:16][cH:17][cH:18][cH:19][cH:20]2)[cH:13][cH:14]1)[NH:21][C:27]([CH2:26][CH2:25][C:24](=[O:23])[OH:29])=[O:28])=[O:22]. Starting materials: [Li+].[OH-] (LiOH), ClC=1C=CC(=NC1)[C@@](CC(=O)OC)(NC(C(C)(C)C)=O)C1=CC(=CC(=C1)C(F)(F)F)F ((S)-methyl 3-(5-chloropyridin-2-yl)-3-(3-fluoro-5-(trifluoromethyl)phenyl)-3-pivalamidopropanoate), Cl (HCl). The solvent is CCOC(=O)C (EtOAc), C1CCOC1 (THF). Reaction conditions: time 14 hour. Product: ClC=1C=CC(=NC1)[C@@](CC(=O)O)(NC(C(C)(C)C)=O)C1=CC(=CC(=C1)C(F)(F)F)F ((S)-3-(5-chloropyridin-2-yl)-3-(3-fluoro-5-(trifluoromethyl)phenyl)-3-pivalamidopropanoic acid). The yield is 88.7%. Reaction SMILES: [Cl:1][C:2]1[CH:3]=[CH:4][C:5]([C@:8]([C:21]2[CH:26]=[C:25]([C:27]([F:30])([F:29])[F:28])[CH:24]=[C:23]([F:31])[CH:22]=2)([NH:14][C:15](=[O:20])[C:16]([CH3:19])([CH3:18])[CH3:17])[CH2:9][C:10]([O:12]C)=[O:11])=[N:6][CH:7]=1.[Li+].[OH-].Cl>C1COCC1.CCOC(C)=O>[Cl:1][C:2]1[CH:3]=[CH:4][C:5]([C@:8]([C:21]2[CH:26]=[C:25]([C:27]([F:30])([F:28])[F:29])[CH:24]=[C:23]([F:31])[CH:22]=2)([NH:14][C:15](=[O:20])[C:16]([CH3:19])([CH3:18])[CH3:17])[CH2:9][C:10]([OH:12])=[O:11])=[N:6][CH:7]=1 |f:1.2|. Procedure details: (S)-methyl 3-(5-chloropyridin-2-yl)-3-(3-fluoro-5-(trifluoromethyl)phenyl)-3-pivalamidopropanoate (1.04 g, 2.16 mmol, prepared as described in Procedure 11) was dissolved in THF (30 mL) at room temperature. A4M LiOH solution was added (20 mL) and the reaction mixture stirred at RT for 14 h. The RM was diluted with EtOAc (ca. 100 mL) and the pH adjusted to pH1-2 by addition of 1 M HCl. The organic portion was separated and the aqueous washed with EtOAc (ca.2×20 mL). The combined organic portions ...